Dataset: the Open Reaction Database (ORD), a public repository of structured organic reaction records. Task: describe an organic reaction: reactants, conditions, products, and yield Product: OCC=1C=C2C[C@@H](CC2=CC1)NS(=O)(=O)C(C)C ((R)—N-(5-(hydroxymethyl)-2,3-dihydro-1H-inden-2-yl)propane-2-sulfonamide). The yield is 91.6%. RXN SMILES: C[O:2][C:3]([C:5]1[CH:6]=[C:7]2[C:11](=[CH:12][CH:13]=1)[CH2:10][C@@H:9]([NH:14][S:15]([CH:18]([CH3:20])[CH3:19])(=[O:17])=[O:16])[CH2:8]2)=O.[H-].[Al+3].[Li+].[H-].[H-].[H-]>C1COCC1>[OH:2][CH2:3][C:5]1[CH:6]=[C:7]2[C:11](=[CH:12][CH:13]=1)[CH2:10][C@@H:9]([NH:14][S:15]([CH:18]([CH3:20])[CH3:19])(=[O:17])=[O:16])[CH2:8]2 |f:1.2.3.4.5.6|. The solvent is C1CCOC1 (THF). Run at time 20 minute. Procedure: (R)-methyl-2-(1-methylethylsulfonamido)-2,3-dihydro-1H-indene-5-carboxylate (7.13 mmol, 2.12 g) was dissolved in dry THF (100 mL) and the vessel purged with nitrogen. Lithium aluminium hydride (1M, 14.3 mmol, 14.3 mL) was added dropwise and stirring continued for 20 min. The mixture was quenched by addition of methanol followed by water and 1N HCl before concentration to remove organics. The residue was partitioned between EtOAc/1N HCl. and the phases mixed and separated. The aqueous layer was f... Starting materials: COC(=O)C=1C=C2C[C@@H](CC2=CC1)NS(=O)(=O)C(C)C ((R)-methyl-2-(1-methylethylsulfonamido)-2,3-dihydro-1H-indene-5-carboxylate), [H-].[Al+3].[Li+].[H-].[H-].[H-] (Lithium aluminium hydride). Starting materials: Brc1ccc(Br)nc1, C#CCNC(=O)OC(C)(C)C, CCOC(C)=O, CC(C)NC(C)C, [Cu]I, Cl[Pd]Cl, c1ccc(P(c2ccccc2)c2ccccc2)cc1, c1ccc(P(c2ccccc2)c2ccccc2)cc1. Product: CC(C)(C)OC(=O)NCC#Cc1ccc(Br)cn1. RXN SMILES: [Br:1][c:2]1[n:3][cH:4][c:5]([Br:8])[cH:6][cH:7]1.[C:9](=[O:10])([O:11][C:12]([CH3:13])([CH3:14])[CH3:15])[NH:16][CH2:17][C:18]#[CH:19].[CH3:27][CH2:28][O:29][C:30](=[O:31])[CH3:32].[CH:20]([NH:21][CH:22]([CH3:23])[CH3:24])([CH3:25])[CH3:26].[Cu:74][I:75].[Pd:33]([Cl:34])[Cl:35].[c:36]1([P:37]([c:38]2[cH:39][cH:40][cH:41][cH:42][cH:43]2)[c:44]2[cH:45][cH:46][cH:47][cH:48][cH:49]2)[cH:50][cH:51][cH:52][cH:53][cH:54]1.[c:55]1([P:56]([c:57]2[cH:58][cH:59][cH:60][cH:61][cH:62]2)[c:63]2[cH:64][cH:65][cH:66][cH:67][cH:68]2)[cH:69][cH:70][cH:71][cH:72][cH:73]1>>[c:2]1([C:19]#[C:18][CH2:17][NH:16][C:9](=[O:10])[O:11][C:12]([CH3:13])([CH3:14])[CH3:15])[n:3][cH:4][c:5]([Br:8])[cH:6][cH:7]1. Reactants: [C@H]12[C@H](C[C@H](CC1)C2)NC=2SCC(N2)=O (2-((1S,2S,4R)-bicyclo[2.2.1]heptan-2-ylamino)thiazol-4(5H)-one), [Li+].CC(C)[N-]C(C)C (LDA), NaH2PO4, BrCCBr (1,2-dibromoethane). Solvent: C1CCOC1 (THF). Run at temperature -78 celsius, time 5 minute. Yields the product [C@H]12[C@H](C[C@H](CC1)C2)NC=2SC(C(N2)=O)CCBr (2-((1S,2S,4R)-Bicyclo[2.2.1]heptan-2-ylamino)-5-(2-bromoethyl)thiazol-4(5H)-one). RXN SMILES: [C@@H:1]12[CH2:7][C@@H:4]([CH2:5][CH2:6]1)[CH2:3][C@@H:2]2[NH:8][C:9]1[S:10][CH2:11][C:12](=[O:14])[N:13]=1.[Li+].CC([N-]C(C)C)C.[Br:23][CH2:24][CH2:25]Br>C1COCC1>[C@@H:1]12[CH2:7][C@@H:4]([CH2:5][CH2:6]1)[CH2:3][C@@H:2]2[NH:8][C:9]1[S:10][CH:11]([CH2:25][CH2:24][Br:23])[C:12](=[O:14])[N:13]=1 |f:1.2|. Reported procedure: To a solution of 2-((1S,2S,4R)-bicyclo[2.2.1]heptan-2-ylamino)thiazol-4(5H)-one (2.98 g, 14.2 mmol) in THF (15 ml) at −78° C. was added LDA (2.0 N, 28.4 ml). After 5 min, 1,2-dibromoethane (4.87 mL, 56.8 mmol) was added, and the reaction mixture was stirred for 3 h at −78° C. The resulting reaction mixture was poured into sat'd NaH2PO4 and extracted with EtOAc. The organic layer was dried over MgSO4, filtered and concentrated in vacuo. The crude residue was purified by flash chromatography (4:1;... Starting materials: ClC1=C2C(=C(C=NC2=CC(=C1)Cl)C#N)O (5,7-Dichloro-3-cyano-4-hydroxyquinoline), S(O)(O)(=O)=O (sulfuric acid). Yields the product ClC1=C2C(=CC=NC2=CC(=C1)Cl)O (5,7-dichloro-4-hydroxyquinoline), ClC1=C2C(=C(C=NC2=CC(=C1)Cl)C#N)O (5,7-dichloro-3-cyano-4-hydroxyquinoline). Reaction SMILES: [Cl:1][C:2]1[CH:11]=[C:10]([Cl:12])[CH:9]=[C:8]2[C:3]=1[C:4]([OH:15])=[C:5]([C:13]#[N:14])[CH:6]=[N:7]2.S(=O)(=O)(O)O>>[Cl:1][C:2]1[CH:11]=[C:10]([Cl:12])[CH:9]=[C:8]2[C:3]=1[C:4]([OH:15])=[CH:5][CH:6]=[N:7]2.[Cl:1][C:2]1[CH:11]=[C:10]([Cl:12])[CH:9]=[C:8]2[C:3]=1[C:4]([OH:15])=[C:5]([C:13]#[N:14])[CH:6]=[N:7]2. Procedure details: 5,7-Dichloro-3-cyano-4-hydroxyquinoline (7.0 g; 0.0293 mole) and 104 g of 62.5% sulfuric acid were charged in a 300 ml four-necked flask equipped with stirrer, thermometer and reflux condenser, and the mixture was heated up to a boiling point (144°-146° C.) during one hour and subjected to a reaction at the same temperature for 15 hours. When the reaction product was analyzed by liquid chromatography, 5,7-dichloro-4-hydroxyquinoline was produced in 99% yield (where the starting 5,7-dichloro-3-cy... The reactants are BrCCOC1OCCCC1 (1-bromo-2-(tetrahydro-2-pyranyloxy)ethane), [Cl-].[NH4+] (ammonium chloride), ClC=1C=C(C=CC1Cl)CC#N (3,4-dichlorophenylacetonitrile), [H-].[Na+] (sodium hydride). Run in C1CCOC1 (THF), O (water), C1CCOC1 (THF), C1CCOC1 (THF). Reaction conditions: time 2 hour. The product is ClC=1C=C(C=CC1Cl)C(CN)CCOC1OCCCC1 (2-(3,4-Dichlorophenyl)-4-(tetrahydro-2-pyranyloxy)-butylamine). Yield: 69.0%. RXN SMILES: [Cl:1][C:2]1[CH:3]=[C:4]([CH2:9][C:10]#[N:11])[CH:5]=[CH:6][C:7]=1[Cl:8].[H-].[Na+].Br[CH2:15][CH2:16][O:17][CH:18]1[CH2:23][CH2:22][CH2:21][CH2:20][O:19]1.[Cl-].[NH4+]>C1COCC1.O>[Cl:1][C:2]1[CH:3]=[C:4]([CH:9]([CH2:15][CH2:16][O:17][CH:18]2[CH2:23][CH2:22][CH2:21][CH2:20][O:19]2)[CH2:10][NH2:11])[CH:5]=[CH:6][C:7]=1[Cl:8] |f:1.2,4.5|. Procedure: A solution of 100 g of 3,4-dichlorophenylacetonitrile in 500 ml of THF is added dropwise at 20° C. over 30 minutes to a suspension of 16.5 g of sodium hydride in 200 ml of dry THF, and the reaction mixture is then stirred at RT for 2 hours. It is cooled to -20° C., a solution of 118 g of 1-bromo-2-(tetrahydro-2-pyranyloxy)ethane in 100 ml of THF is added and the mixture is left stirring for 2 hours while allowing the temperature to rise to RT. A solution of 50 g of ammonium chloride in 3 litres ... Solvent: O (water). RXN SMILES: [C:1]([C:3]1[C:11]([Cl:12])=[CH:10][C:6]([C:7](Cl)=[O:8])=[CH:5][C:4]=1[Cl:13])#[N:2].Cl.[NH2:15]C(C)(CC)C#C.[OH-].[Na+]>O>[C:1]([C:3]1[C:11]([Cl:12])=[CH:10][C:6]([C:7]([NH2:15])=[O:8])=[CH:5][C:4]=1[Cl:13])#[N:2] |f:1.2,3.4|. Procedure: To a well stirred mixture of 4-cyano-3,5-dichlorobenzoyl chloride (4.0 g, 0.017 mol) and water (100 ml) at 0° C. (ice-water bath) were added 3-amino-3-methyl-1-pentyne hydrochloride and 50 weight percent aqueous sodium hydroxide (10 ml). The resulting mixture was stirred 1 hour at 0° C., warmed up to room temperature and extracted with ethyl acetate (3×50 ml), the combined organic layers were washed with water (3×50 ml), and then dried over anhydrous sodium sulfate. The solvent was then eliminat... Product: C(#N)C1=C(C=C(C(=O)N)C=C1Cl)Cl (4-cyano-3,5-dichlorobenzamide). The reactants are C(#N)C1=C(C=C(C(=O)Cl)C=C1Cl)Cl (4-cyano-3,5-dichlorobenzoyl chloride), ice water, Cl.NC(C#C)(CC)C (3-amino-3-methyl-1-pentyne hydrochloride), [OH-].[Na+] (sodium hydroxide). Reactants: [BH4-].[Na+] (sodium borohydride), C1(CC=2C1=C1C=CC=CC1=CC2)=O (Cyclobuta[a]naphthalen-1(2H)-one), ice. Solvent: CO (methanol). Reaction conditions: time 15 minute. The product is C1(CC=2C1=C1C=CC=CC1=CC2)O (1,2-Dihydrocyclobuta[a]naphthalen-1-ol). The yield is 98.8%. As a reaction SMILES: [BH4-].[Na+].[C:3]1(=[O:15])[C:6]2=[C:7]3[C:12](=[CH:13][CH:14]=[C:5]2[CH2:4]1)[CH:11]=[CH:10][CH:9]=[CH:8]3>CO>[CH:3]1([OH:15])[C:6]2=[C:7]3[C:12](=[CH:13][CH:14]=[C:5]2[CH2:4]1)[CH:11]=[CH:10][CH:9]=[CH:8]3 |f:0.1|. Reported procedure: 1.4 g of sodium borohydride are added to a suspension, at 0-5° C., of 5.2 g of the product obtained in Step 2 in 150 ml of methanol. After 15 minutes at that temperature and then 1 hour at room temperature, the reaction mixture is poured into 300 g of ice and extracted with dichloromethane. After customary treatment, 5.2 g of the expected product are isolated.